This data is from the Open Reaction Database (ORD), a public repository of structured organic reaction records. The task is: describe an organic reaction: reactants, conditions, products, and yield Starting materials: Cl.C1(CCC1)NC1C(C2=CC=C(C(=C2CC1)OC)OC)=O (2-cyclobutylamino-5,6-dimethoxy-3,4-dihydro-1(2H)-naphthalenone hydrochloride), 75, Br (hydrobromic acid), C(C)(=O)OC(C)=O (acetic anhydride). Yields the product Br.C1(CCC1)NC1C(C2=CC=C(C(=C2CC1)O)O)=O (2-cyclobutylamino-5,6-dihydroxy-3,4-dihydro-1(2H)-naphthalenone hydrobromide). RXN SMILES: Cl.[CH:2]1([NH:6][CH:7]2[CH2:16][CH2:15][C:14]3[C:9](=[CH:10][CH:11]=[C:12]([O:19]C)[C:13]=3[O:17]C)[C:8]2=[O:21])[CH2:5][CH2:4][CH2:3]1.[BrH:22].C(OC(=O)C)(=O)C>>[BrH:22].[CH:2]1([NH:6][CH:7]2[CH2:16][CH2:15][C:14]3[C:9](=[CH:10][CH:11]=[C:12]([OH:19])[C:13]=3[OH:17])[C:8]2=[O:21])[CH2:3][CH2:4][CH2:5]1 |f:0.1,4.5|. Reported procedure: In a manner similar to that of Reference Example 4, 5.16 parts of 2-cyclobutylamino-5,6-dimethoxy-3,4-dihydro-1(2H)-naphthalenone hydrochloride is hydrolyzed in a mixture of 75 volume parts 48 % hydrobromic acid and 15 volume parts acetic anhydride. The procedure yields 4 parts of 2-cyclobutylamino-5,6-dihydroxy-3,4-dihydro-1(2H)-naphthalenone hydrobromide. Melting point: 229°-240° C (decomposition). Reactants: [Mg] (magnesium), Cl (hydrochloric acid), ClC1=CC=C(C=C1)Br (p-chlorobromobenzene), CP(Cl)Cl (methyldichlorophosphine). The solvent is O (water), O1CCCC1 (tetrahydrofuran), O1CCCC1 (tetrahydrofuran). The product is ClC1=CC=C(C=C1)C(C1=CC=C(C=C1)Cl)P (Bis(p-chlorophenyl)methylphosphine). Reaction SMILES: [Mg].[Cl:2][C:3]1[CH:8]=[CH:7][C:6](Br)=[CH:5][CH:4]=1.[CH3:10][P:11](Cl)Cl.[ClH:14]>O.O1CCCC1>[Cl:2][C:3]1[CH:8]=[CH:7][C:6]([CH:10]([PH2:11])[C:3]2[CH:8]=[CH:7][C:6]([Cl:14])=[CH:5][CH:4]=2)=[CH:5][CH:4]=1. Procedure details: To 12.6 g. of magnesium turnings was gradually added a solution containing 96 g. (0.50 mole) of p-chlorobromobenzene and 180 cc. tetrahydrofuran. The reaction mixture was stirred and maintained under a nitrogen atmosphere during the addition, following which the contents of the vessel were heated to reflux temperature for two hours. When the reaction mixture had cooled, a solution of methyldichlorophosphine (29.3 g., 0.25 mole) in 25 cc. tetrahydrofuran was gradually added. Following completion ...